Dataset: the Open Reaction Database (ORD), a public repository of structured organic reaction records. Task: describe an organic reaction: reactants, conditions, products, and yield Reactants: CN (methylamine), FC1=C(C(=CC=C1)F)CC(=O)Cl (2,6-difluorophenylacetyl chloride). The solvent is ClCCl (dichloromethane), ClCCl (dichloromethane). Yields the product CNC(CC1=C(C=CC=C1F)F)=O (2,6-difluorophenylacetic acid methylamide). As a reaction SMILES: [CH3:1][NH2:2].[F:3][C:4]1[CH:9]=[CH:8][CH:7]=[C:6]([F:10])[C:5]=1[CH2:11][C:12](Cl)=[O:13]>ClCCl>[CH3:1][NH:2][C:12](=[O:13])[CH2:11][C:5]1[C:4]([F:3])=[CH:9][CH:8]=[CH:7][C:6]=1[F:10]. Procedure details: 25 ml of methylamine solution (33% in ethanol) are diluted with 90 ml of dichloromethane. While cooling, 9.52 g (50 mmol) of 2,6-difluorophenylacetyl chloride dissolved in 10 ml of dichloromethane are added dropwise in such a manner that the temperature of the reaction mixture does not exceed 10°. The reaction mixture is stirred for a further hour at 10° and then extracted three times with water. The organic phase is dried over magnesium sulphate and concentrated. The crude product is recrystall... Reactants: ClCCl, Cc1c(OCCO)ccnc1CO, O=S(Cl)Cl. Product: Cc1c(OCCO)ccnc1CCl. Reaction SMILES: [Cl:18][CH2:19][Cl:20].[OH:1][CH2:2][CH2:3][O:4][c:5]1[c:6]([CH3:13])[c:7]([CH2:11][OH:12])[n:8][cH:9][cH:10]1.[S:14]([Cl:15])([Cl:16])=[O:17]>>[OH:1][CH2:2][CH2:3][O:4][c:5]1[c:6]([CH3:13])[c:7]([CH2:11][Cl:16])[n:8][cH:9][cH:10]1.